The task is: describe an organic reaction: reactants, conditions, products, and yield. This data is from the Open Reaction Database (ORD), a public repository of structured organic reaction records. Starting materials: ON=C1CC2CCCC(C1)N2Cc1ccccc1, CCO. Product: NC1CC2CCCC(C1)N2Cc1ccccc1. Reaction SMILES: [CH2:1]([c:2]1[cH:3][cH:4][cH:5][cH:6][cH:7]1)[N:8]1[CH:9]2[CH2:10][C:11](=[N:17][OH:18])[CH2:12][CH:13]1[CH2:14][CH2:15][CH2:16]2.[CH3:19][CH2:20][OH:21]>>[CH2:1]([c:2]1[cH:3][cH:4][cH:5][cH:6][cH:7]1)[N:8]1[CH:9]2[CH2:10][CH:11]([NH2:17])[CH2:12][CH:13]1[CH2:14][CH2:15][CH2:16]2. Reactants: CCI, [K+], [K+], O=C([O-])[O-], CN(C)C=O, O=Cc1cc(O)c(O)c(O)c1. Product: CCOc1cc(C=O)cc(O)c1O. RXN SMILES: [CH2:12]([CH3:13])[I:14].[K+:15].[K+:16].[O-:17][C:18]([O-:19])=[O:20].[O:21]=[CH:22][N:23]([CH3:24])[CH3:25].[OH:1][c:2]1[cH:3][c:4]([CH:5]=[O:6])[cH:7][c:8]([OH:11])[c:9]1[OH:10]>>[O:1]([c:2]1[cH:3][c:4]([CH:5]=[O:6])[cH:7][c:8]([OH:11])[c:9]1[OH:10])[CH2:12][CH3:13]. Reactants: CC(=O)O, CCO, CC(C)Oc1ccc(-c2nc(-c3cccc4c(C=O)c[nH]c34)no2)cc1Cl, Cl, [K+], [K+], CCOC(=O)CCN, [Na+], O=C([O-])[O-], [OH-]. Product: CCOC(=O)CCNCc1c[nH]c2c(-c3noc(-c4ccc(OC(C)C)c(Cl)c4)n3)cccc12. RXN SMILES: [C:48]([OH:49])(=[O:50])[CH3:51].[CH3:45][CH2:46][OH:47].[Cl:1][c:2]1[cH:3][c:4](-[c:12]2[n:13][c:14](-[c:17]3[cH:18][cH:19][cH:20][c:21]4[c:22]([CH:26]=[O:27])[cH:23][nH:24][c:25]34)[n:15][o:16]2)[cH:5][cH:6][c:7]1[O:8][CH:9]([CH3:10])[CH3:11].[ClH:28].[K+:39].[K+:40].[NH2:29][CH2:30][CH2:31][C:32](=[O:33])[O:34][CH2:35][CH3:36].[Na+:38].[O-:41][C:42]([O-:43])=[O:44].[OH-:37]>>[Cl:1][c:2]1[cH:3][c:4](-[c:12]2[n:13][c:14](-[c:17]3[cH:18][cH:19][cH:20][c:21]4[c:22]([CH2:26][NH:29][CH2:30][CH2:31][C:32](=[O:33])[O:34][CH2:35][CH3:36])[cH:23][nH:24][c:25]34)[n:15][o:16]2)[cH:5][cH:6][c:7]1[O:8][CH:9]([CH3:10])[CH3:11]. The reactants are C(#N)C=1C=C2CCC(C2=CC1)NC(CC)=O (N-(5-cyanoindan-1-yl)propionic acid amide), C(=O)O (formic acid). Reagents/catalysts: [Ni] (nickel). Yields the product C(=O)C=1C=C2CCC(C2=CC1)NC(CC)=O (N-(5-formylindan-1-yl)propionic acid amide). The yield is 80.0%. Reaction SMILES: [C:1]([C:3]1[CH:4]=[C:5]2[C:9](=[CH:10][CH:11]=1)[CH:8]([NH:12][C:13](=[O:16])[CH2:14][CH3:15])[CH2:7][CH2:6]2)#N.C(O)=[O:18]>[Ni]>[CH:1]([C:3]1[CH:4]=[C:5]2[C:9](=[CH:10][CH:11]=1)[CH:8]([NH:12][C:13](=[O:16])[CH2:14][CH3:15])[CH2:7][CH2:6]2)=[O:18]. Reported procedure: 1.46 g of N-(5-cyanoindan-1-yl)propionic acid amide were dissolved in 20 ml of a 75% aqueous formic acid solution. 1.1 g of Rainey nickel were added to this solution followed by heating and refluxing for 2 hours. After returning the reaction solution to room temperature and filtering with CELITE, the solvent was distilled off under reduced pressure. The resulting residue was added to water, and extracted with ethyl acetate. After washing the organic layer with saturated aqueous sodium bicarbonat... The reactants are COC(C(C(=O)C1(CCN(CC1)OC)SCC1=CC=C(C=C1)OC)C1=C(C=C(C=C1C)C)C)=O (3-[1-methoxy-4-(4-methoxy-benzylsulfanyl)-piperidin-4-yl]-3-oxo-2-(2,4,6-trimethylphenyl)-propionic acid methyl ester), [OH-].[Na+] (sodium hydroxide). Solvent: FC(C(=O)O)(F)F (trifluoroacetic acid), O (water). Product: OC1=C(C(SC12CCN(CC2)OC)=O)C2=C(C=C(C=C2C)C)C (4-hydroxy-8-methoxy-3-(2,4,6-trimethyl-phenyl)-1-thia-8-aza-spiro[4.5]dec-3-en-2-one). Isolated yield 48.3%. As a reaction SMILES: C[O:2][C:3](=O)[CH:4]([C:25]1[C:30]([CH3:31])=[CH:29][C:28]([CH3:32])=[CH:27][C:26]=1[CH3:33])[C:5]([C:7]1([S:15]CC2C=CC(OC)=CC=2)[CH2:12][CH2:11][N:10]([O:13][CH3:14])[CH2:9][CH2:8]1)=[O:6].[OH-].[Na+]>FC(F)(F)C(O)=O.O>[OH:6][C:5]1[C:7]2([CH2:8][CH2:9][N:10]([O:13][CH3:14])[CH2:11][CH2:12]2)[S:15][C:3](=[O:2])[C:4]=1[C:25]1[C:30]([CH3:31])=[CH:29][C:28]([CH3:32])=[CH:27][C:26]=1[CH3:33] |f:1.2|. Procedure: 470 mg 3-[1-Methoxy-4-(4-methoxy-benzylsulfanyl)-piperidin-4-yl]-3-oxo-2-(2,4,6-trimethylphenyl)-propionic acid methyl ester (from Step 6) was dissolved in 15 ml trifluoroacetic acid and heated on reflux for 18 hours. The mixture was cooled to room temperature, diluted with water, the pH adjusted to 4.2 by the addition of aqueous sodium hydroxide, then extracted with t-butylmethyl ether. The organic layer was dried over anhydrous sodium sulfate, and the solvent evaporated. The residue was chroma... Reactants: ClCCCCBr, CS(C)=O, COc1ccc2[nH]cc(C=O)c2c1, [K+], [OH-]. Product: COc1ccc2c(c1)c(C=O)cn2CCCCCl. RXN SMILES: [Br:16][CH2:17][CH2:18][CH2:19][CH2:20][Cl:21].[CH3:22][S:23]([CH3:24])=[O:25].[CH3:3][O:4][c:5]1[cH:6][c:7]2[c:8]([CH:14]=[O:15])[cH:9][nH:10][c:11]2[cH:12][cH:13]1.[K+:2].[OH-:1]>>[CH3:3][O:4][c:5]1[cH:6][c:7]2[c:8]([CH:14]=[O:15])[cH:9][n:10]([CH2:17][CH2:18][CH2:19][CH2:20][Cl:21])[c:11]2[cH:12][cH:13]1.